This data is from the Open Reaction Database (ORD), a public repository of structured organic reaction records. The task is: describe an organic reaction: reactants, conditions, products, and yield The reactants are [N+](=O)([O-])[O-].[Ag+] (silver nitrate), CC(C(=O)[O-])(CC(CC)CC)C.[Na+] (sodium 2,2-dimethyl-4-ethylhexanoate). Run at time 1 hour. Product: CC(C(=O)[O-])(CC(CC)CC)C.[Ag+] (SILVER 2,2-DIMETHYL-4-ETHYLHEXANOATE). RXN SMILES: [N+]([O-])([O-])=O.[Ag+:5].[CH3:6][C:7]([CH3:17])([CH2:11][CH:12]([CH2:15][CH3:16])[CH2:13][CH3:14])[C:8]([O-:10])=[O:9].[Na+]>>[CH3:17][C:7]([CH3:6])([CH2:11][CH:12]([CH2:13][CH3:14])[CH2:15][CH3:16])[C:8]([O-:10])=[O:9].[Ag+:5] |f:0.1,2.3,4.5|. Reported procedure: A solution of silver nitrate (2.12 g, 12.5 mmol. in 10 ml. of water) was added to a solution of sodium 2,2-dimethyl-4-ethylhexanoate (prepared in situ by mixing 2.5 ml. of 5N NaOH and 2.15 g of 2,2-dimethyl-4-ethylhexanoic acid in 30 ml. of water). A white precipitate formed immediately. The mixture was left stirring at room temperature for one hour (protected from light) which was separated out by filtration, washed repeatedly with water and dried under vacuum. Yield (90%). Procedure details: The title compound was prepared by following the procedure as described for Example-83 by using tert-butyl 2-(4-(trifluoromethyl)phenyl)hydrazinecarboxylate (Intermediate-53, 0.050 g, 0.18 mmol), 2-chloro-5-(N-cyclopropylsulfamoyl)benzoyl isocyanate (step-4 of Intermediate-40, 0.108 g, 0.36 mmol), DCM (10 mL) and TFA (3 mL) to afford 0.050 g of desired product. 1H NMR (400 MHz, DMSO d6): δ 0.40-0.42 (m, 2H), 0.50-0.54 (m, 2H), 2.17-2.21 (m, 1H), 7.85 (d, J=8.8 Hz, 2H), 7.92-7.98 (m, 2H), 8.15-8.... The yield is 60.5%. RXN SMILES: [F:1][C:2]([F:19])([F:18])[C:3]1[CH:8]=[CH:7][C:6]([NH:9][NH:10]C(OC(C)(C)C)=O)=[CH:5][CH:4]=1.[Cl:20][C:21]1[CH:31]=[CH:30][C:29]([S:32](=[O:38])(=[O:37])[NH:33][CH:34]2[CH2:36][CH2:35]2)=[CH:28][C:22]=1[C:23]([N:25]=[C:26]=[O:27])=O.C(O)(C(F)(F)F)=O>C(Cl)Cl>[Cl:20][C:21]1[CH:31]=[CH:30][C:29]([S:32]([NH:33][CH:34]2[CH2:36][CH2:35]2)(=[O:38])=[O:37])=[CH:28][C:22]=1[C:23]1[NH:25][C:26](=[O:27])[N:9]([C:6]2[CH:7]=[CH:8][C:3]([C:2]([F:1])([F:19])[F:18])=[CH:4][CH:5]=2)[N:10]=1. The reactants are FC(C1=CC=C(C=C1)NNC(=O)OC(C)(C)C)(F)F (tert-butyl 2-(4-(trifluoromethyl)phenyl)hydrazinecarboxylate), ClC1=C(C(=O)N=C=O)C=C(C=C1)S(NC1CC1)(=O)=O (2-chloro-5-(N-cyclopropylsulfamoyl)benzoyl isocyanate), C(=O)(C(F)(F)F)O (TFA). Solvent: C(Cl)Cl (DCM). The product is ClC1=C(C=C(C=C1)S(=O)(=O)NC1CC1)C1=NN(C(N1)=O)C1=CC=C(C=C1)C(F)(F)F (4-Chloro-N-cyclopropyl-3-(5-oxo-1-(4-(trifluoromethyl)phenyl)-4,5-dihydro-1H-1,2,4-triazol-3-yl)benzenesulfonamide).